This data is from the Open Reaction Database (ORD), a public repository of structured organic reaction records. The task is: describe an organic reaction: reactants, conditions, products, and yield Reactants: C(C)OCC(=O)Cl (Ethoxyacetyl chloride), COC(CCCNC1=C(C=NC2=CC=CN=C12)N)OC (N4-(4,4-dimethoxybutyl)[1,5]naphthyridine-3,4-diamine), [OH-].[Na+] (Sodium hydroxide), solution. Run in ClCCl (dichloromethane). Conditions: time 2 hour. Product: COC(CCCN1C(=NC=2C=NC=3C=CC=NC3C21)COCC)OC (1-(4,4-dimethoxybutyl)-2-ethoxymethyl-1H-imidazo[4,5-c][1,5]naphthyridine). The yield is 89.8%. RXN SMILES: [CH2:1]([O:3][CH2:4][C:5](Cl)=O)[CH3:2].[CH3:8][O:9][CH:10]([O:26][CH3:27])[CH2:11][CH2:12][CH2:13][NH:14][C:15]1[C:24]2[C:19](=[CH:20][CH:21]=[CH:22][N:23]=2)[N:18]=[CH:17][C:16]=1[NH2:25].[OH-].[Na+]>ClCCl>[CH3:27][O:26][CH:10]([O:9][CH3:8])[CH2:11][CH2:12][CH2:13][N:14]1[C:15]2[C:24]3[N:23]=[CH:22][CH:21]=[CH:20][C:19]=3[N:18]=[CH:17][C:16]=2[N:25]=[C:5]1[CH2:4][O:3][CH2:1][CH3:2] |f:2.3|. Procedure details: Ethoxyacetyl chloride (4.2 mL, 37.4 mmol, 1.1 eq) was added dropwise over 8 minutes to a solution of N4-(4,4-dimethoxybutyl)[1,5]naphthyridine-3,4-diamine (9.50 g, 34.0 mmol) in dichloromethane (140 mL) and stirred at ambient temperature for 2 hours. The reaction mixture was concentrated under reduced pressure and the residue was dissolved in ethanol (140 mL). Sodium hydroxide (6M) solution (8.5 mL, 51 mmol) was added to the reaction mixture, which was then heated for 60° C. for 3 hours. The mix... Starting materials: C1(=CC=CC=C1)C=1OC=C(N1)COCCCO (3-(2-Phenyl-oxazol-4-ylmethoxy)-propan-1-ol), O (water), [H-].[Na+] (Sodium hydride), BrCC1=C(C(=O)OCC(C)C)C(=CC=C1)C (isobutyl 2-bromomethyl-6-methyl-benzoate). Run in CN1CCCN(C1=O)C (DMPU), C1CCOC1 (THF). Conditions: temperature 0 celsius, time 10 minute. The product is CC1=C(C(=O)OCC(C)C)C(=CC=C1)COCCCOCC=1N=C(OC1)C1=CC=CC=C1 (Isobutyl 2-Methyl-6-[3-(2-phenyl-oxazol-4-ylmethoxy)-propoxymethyl]-benzoate). The yield is 44.9%. As a reaction SMILES: [C:1]1([C:7]2[O:8][CH:9]=[C:10]([CH2:12][O:13][CH2:14][CH2:15][CH2:16][OH:17])[N:11]=2)[CH:6]=[CH:5][CH:4]=[CH:3][CH:2]=1.[H-].[Na+].Br[CH2:21][C:22]1[CH:34]=[CH:33][CH:32]=[C:31]([CH3:35])[C:23]=1[C:24]([O:26][CH2:27][CH:28]([CH3:30])[CH3:29])=[O:25].O>CN1C(=O)N(C)CCC1.C1COCC1>[CH3:21][C:22]1[CH:34]=[CH:33][CH:32]=[C:31]([CH2:35][O:17][CH2:16][CH2:15][CH2:14][O:13][CH2:12][C:10]2[N:11]=[C:7]([C:1]3[CH:2]=[CH:3][CH:4]=[CH:5][CH:6]=3)[O:8][CH:9]=2)[C:23]=1[C:24]([O:26][CH2:27][CH:28]([CH3:30])[CH3:29])=[O:25] |f:1.2|. Procedure: 3-(2-Phenyl-oxazol-4-ylmethoxy)-propan-1-ol (1.26 g, 5.4 mmol) is dissolved in 10% DMPU in THF (20 mL) and cooled to 0° C. Sodium hydride (60%, 237 mg, 5.9 mmol) is added portionwise. The contents are stirred for 10 min.at 0° C., warmed to r.t. and stirred for another 10 min. isobutyl 2-bromomethyl-6-methyl-benzoate (2.69 g, 5.4 mmol, EXAMPLE 2b) is added, allowed to come to r.t and stirred overnight. The reaction is poured into water (200 mL) and extracted with ethyl acetate (2×200 mL). The org...